From a dataset of the Open Reaction Database (ORD), a public repository of structured organic reaction records. describe an organic reaction: reactants, conditions, products, and yield The reactants are CCOCC, OC(c1ccccc1)c1ccccc1, OCCF, O=S(=O)(O)O. Product: FCCOC(c1ccccc1)c1ccccc1. RXN SMILES: [CH3:24][CH2:25][O:26][CH2:27][CH3:28].[CH:1]([c:2]1[cH:3][cH:4][cH:5][cH:6][cH:7]1)([c:8]1[cH:9][cH:10][cH:11][cH:12][cH:13]1)[OH:14].[F:15][CH2:16][CH2:17][OH:18].[S:19](=[O:20])(=[O:21])([OH:22])[OH:23]>>[CH:1]([c:2]1[cH:3][cH:4][cH:5][cH:6][cH:7]1)([c:8]1[cH:9][cH:10][cH:11][cH:12][cH:13]1)[O:14][CH2:17][CH2:16][F:15]. Starting materials: CCO, CCOCC, CC(N)(CO)CO, O=Cc1c2ccccc2cc2c1oc1ccccc12. Product: CC(CO)(CO)NCc1c2ccccc2cc2c1oc1ccccc12. Reaction SMILES: [CH3:27][CH2:28][OH:29].[CH3:30][CH2:31][O:32][CH2:33][CH3:34].[NH2:20][C:21]([CH2:22][OH:23])([CH2:24][OH:25])[CH3:26].[cH:1]1[cH:2][cH:3][cH:4][c:5]2[o:6][c:7]3[c:8]([c:9]12)[cH:10][c:11]1[cH:12][cH:13][cH:14][cH:15][c:16]1[c:17]3[CH:18]=[O:19]>>[cH:1]1[cH:2][cH:3][cH:4][c:5]2[o:6][c:7]3[c:8]([c:9]12)[cH:10][c:11]1[cH:12][cH:13][cH:14][cH:15][c:16]1[c:17]3[CH2:18][NH:20][C:21]([CH2:22][OH:23])([CH2:24][OH:25])[CH3:26]. Reactants: O=C1SC(C(N1)=O)CC1=CC=C(OCC(=O)NC2=C(C=C(C=C2)OC2=CC=C(C=C2)C2=CC=CC=C2)N(C(OC(C)(C)C)=O)C)C=C1 (t-butyl N-{2-[4-(2,4-dioxothiazolidin-5-ylmethyl)phenoxyacetylamino]-5-(4-phenylphenoxy)phenyl}-N-methylcarbamate), Cl.O1CCOCC1 (hydrogen chloride dioxane). Conditions: time 21 hour. Product: Cl.CN1C(=NC2=C1C=C(C=C2)OC2=CC=C(C=C2)C2=CC=CC=C2)COC2=CC=C(CC1C(NC(S1)=O)=O)C=C2 (5-{4-[1-Methyl-6-(4-phenylphenoxy)-1H-benzimidazole-2-ylmethoxy]benzyl}thiazolidine-2,4-dione hydrochloride). RXN SMILES: [O:1]=[C:2]1[NH:6][C:5](=[O:7])[CH:4]([CH2:8][C:9]2[CH:47]=[CH:46][C:12]([O:13][CH2:14][C:15]([NH:17][C:18]3[CH:23]=[CH:22][C:21]([O:24][C:25]4[CH:30]=[CH:29][C:28]([C:31]5[CH:36]=[CH:35][CH:34]=[CH:33][CH:32]=5)=[CH:27][CH:26]=4)=[CH:20][C:19]=3[N:37]([CH3:45])C(=O)OC(C)(C)C)=O)=[CH:11][CH:10]=2)[S:3]1.[ClH:48].O1CCOCC1>>[ClH:48].[CH3:45][N:37]1[C:19]2[CH:20]=[C:21]([O:24][C:25]3[CH:26]=[CH:27][C:28]([C:31]4[CH:32]=[CH:33][CH:34]=[CH:35][CH:36]=4)=[CH:29][CH:30]=3)[CH:22]=[CH:23][C:18]=2[N:17]=[C:15]1[CH2:14][O:13][C:12]1[CH:11]=[CH:10][C:9]([CH2:8][CH:4]2[S:3][C:2](=[O:1])[NH:6][C:5]2=[O:7])=[CH:47][CH:46]=1 |f:1.2,3.4|. Reported procedure: A mixture of t-butyl N-{2-[4-(2,4-dioxothiazolidin-5-ylmethyl)phenoxyacetylamino]-5-(4-phenylphenoxy)phenyl}-N-methylcarbamate (2.39 g) and 4N hydrogen chloride/dioxane (20 ml) was stirred at room temperature for 21 hours. The solvent of the reaction mixture was evaporated to dryness and to the residue was added ethyl acetate and insoluble product was isolated by filtration and washed with ethyl acetate to give the title compound (1.90 g). Reactants: ClC1=C(C=CC(=C1)OC)CC(=O)C=1C(=CC2=C(N(C(CO2)=O)C)C1)F (6-[2-(2-chloro-4-methoxy-phenyl)-acetyl]-7-fluoro-4-methyl-4H-benzo[1,4]oxazin-3-one), [H-].[Na+] (sodium hydride), CI (methyl iodide). Yields the product ClC1=C(C=CC(=C1)OC)C(C(=O)C=1C(=CC2=C(N(C(CO2)=O)C)C1)F)C (6-[2-(2-Chloro-4-methoxy-phenyl)-propionyl]-7-fluoro-4-methyl-4H-benzo[1,4]oxazin-3-one). Reaction SMILES: [Cl:1][C:2]1[CH:7]=[C:6]([O:8][CH3:9])[CH:5]=[CH:4][C:3]=1[CH2:10][C:11]([C:13]1[C:14]([F:25])=[CH:15][C:16]2[O:21][CH2:20][C:19](=[O:22])[N:18]([CH3:23])[C:17]=2[CH:24]=1)=[O:12].[H-].[Na+].[CH3:28]I>>[Cl:1][C:2]1[CH:7]=[C:6]([O:8][CH3:9])[CH:5]=[CH:4][C:3]=1[CH:10]([CH3:28])[C:11]([C:13]1[C:14]([F:25])=[CH:15][C:16]2[O:21][CH2:20][C:19](=[O:22])[N:18]([CH3:23])[C:17]=2[CH:24]=1)=[O:12] |f:1.2|. Procedure: In analogy to Example 1, step 2, 6-[2-(2-chloro-4-methoxy-phenyl)-acetyl]-7-fluoro-4-methyl-4H-benzo[1,4]oxazin-3-one was reacted with sodium hydride and methyl iodide to give the title compound as an off-white oil. MS (m/e, ISP neg. ion)=376.2 [M−H+]. Starting materials: [BH4-], COc1cc(C(N)=O)c([N+](=O)[O-])cc1OC, [Cu+2], [Na+], O=S(=O)([O-])[O-]. The product is COc1cc(N)c(C(N)=O)cc1OC. RXN SMILES: [BH4-:17].[CH3:1][O:2][c:3]1[cH:4][c:5]([N+:14]([O-:15])=[O:16])[c:6]([C:7](=[O:8])[NH2:9])[cH:10][c:11]1[O:12][CH3:13].[Cu+2:24].[Na+:18].[S:19]([O-:20])([O-:21])(=[O:22])=[O:23]>>[CH3:1][O:2][c:3]1[cH:4][c:5]([NH2:14])[c:6]([C:7](=[O:8])[NH2:9])[cH:10][c:11]1[O:12][CH3:13]. Starting materials: CCc1cc(-c2ccc(S(=O)(=O)Cl)o2)c(C)[nH]c1=O, NCCN1CCCCC1. Yields the product CCc1cc(-c2ccc(S(=O)(=O)NCCN3CCCCC3)o2)c(C)[nH]c1=O, Cl. Reaction SMILES: [CH2:1]([CH3:2])[c:3]1[cH:4][c:5](-[c:11]2[cH:12][cH:13][c:14]([S:16](=[O:17])(=[O:18])[Cl:19])[o:15]2)[c:6]([CH3:10])[nH:7][c:8]1=[O:9].[N:20]1([CH2:26][CH2:27][NH2:28])[CH2:21][CH2:22][CH2:23][CH2:24][CH2:25]1>>[CH2:1]([CH3:2])[c:3]1[cH:4][c:5](-[c:11]2[cH:12][cH:13][c:14]([S:16](=[O:17])(=[O:18])[NH:28][CH2:27][CH2:26][N:20]3[CH2:21][CH2:22][CH2:23][CH2:24][CH2:25]3)[o:15]2)[c:6]([CH3:10])[nH:7][c:8]1=[O:9].[ClH:19]. Starting materials: O\C=C\1/C(NC2=CC(=CC=C12)F)=O (Z-3-[(hydroxy)-methylene]-6-fluoro-1,3-dihydro-indol-2-one), NC1=NNC=C1 (3-aminopyrazole), O\C=C\1/C(NC2=CC(=CC=C12)F)=O (Z-3-[(hydroxy)-methylene]-6-fluoro-1,3-dihydro-indol-2-one), O\C=C\1/C(NC2=CC=CC=C12)=O (Z-3-[(hydroxy)-methylene]-1,3-dihydro-indol-2-one), O1C(=CC=C1)C1=CC(=NN1)N (5-furan-2-yl-1H-pyrazol-3-ylamine), O1C(=CC=C1)C1=CC(=NN1)N (5-furan-2-yl-1H-pyrazol-3-ylamine). Run in O1CCCC1 (tetrahydrofuran). Yields the product FC1=CC=C2C(C(NC2=C1)=O)=CNC1=NNC(=C1)C=1OC=CC1 (6-Fluoro-3-[(5-furan-2-yl-1H-pyrazol-3-ylamino)-methylene]-1,3-dihydro-indol-2-one). Reaction SMILES: O/[CH:2]=[C:3]1\[C:4](=[O:13])[NH:5][C:6]2[C:11]\1=[CH:10][CH:9]=[C:8]([F:12])[CH:7]=2.O/C=C1\C(=O)NC2C\1=CC=CC=2.[O:26]1[CH:30]=[CH:29][CH:28]=[C:27]1[C:31]1[NH:35][N:34]=[C:33]([NH2:36])[CH:32]=1.NC1C=CNN=1>O1CCCC1>[F:12][C:8]1[CH:7]=[C:6]2[C:11]([C:3](=[CH:2][NH:36][C:33]3[CH:32]=[C:31]([C:27]4[O:26][CH:30]=[CH:29][CH:28]=4)[NH:35][N:34]=3)[C:4](=[O:13])[NH:5]2)=[CH:10][CH:9]=1. Reported procedure: The named compound is prepared by substituting E & Z-3-[(hydroxy)-methylene]-6-fluoro-1,3-dihydro-indol-2-one for E & Z-3-[(hydroxy)-methylene]-1,3-dihydro-indol-2-one and 5-furan-2-yl-1H-pyrazol-3-ylamine for 3-aminopyrazole in the reaction of Example 1. Specifically, E & Z-3-[(hydroxy)-methylene]-6-fluoro-1,3-dihydro-indol-2-one (0.033 gms.) is reacted with 0.061 gms. 5-furan-2-yl-1H-pyrazol-3-ylamine by refluxing in tetrahydrofuran (0.88 mL) to afford the named compound in the amount of 0.026... Solvent: CN(C)C=O (DMF), C(Cl)Cl (DCM). Reported procedure: A cooled (0° C.) solution of 6-chloropyrimidine-4-carbonyl chloride (4.56 g; 25.8 mmol) in DCM (80 ml) was treated dropwise over 30 minutes with a solution of 4-amino-3-methyl-benzenesulfonamide (4.00 g; 21.5 mmol) and DIEA (7.40 ml; 43.0 mmol) in anhydrous DMF (10 mL). At the end of addition the reaction mixture was concentrated under vacuum and the residue was taken up in EtOAc (200 mL). The organic phase was washed with water/brine (80 mL). A precipitate was formed, which was filtered and dri... As a reaction SMILES: [Cl:1][C:2]1[N:7]=[CH:6][N:5]=[C:4]([C:8](Cl)=[O:9])[CH:3]=1.[NH2:11][C:12]1[CH:17]=[CH:16][C:15]([S:18]([NH2:21])(=[O:20])=[O:19])=[CH:14][C:13]=1[CH3:22].CCN(C(C)C)C(C)C>C(Cl)Cl.CN(C=O)C>[CH3:22][C:13]1[CH:14]=[C:15]([S:18](=[O:20])(=[O:19])[NH2:21])[CH:16]=[CH:17][C:12]=1[NH:11][C:8]([C:4]1[CH:3]=[C:2]([Cl:1])[N:7]=[CH:6][N:5]=1)=[O:9]. Product: CC1=C(C=CC(=C1)S(N)(=O)=O)NC(=O)C1=NC=NC(=C1)Cl (6-chloro-pyrimidine-4-carboxylic acid (2-methyl-4-sulfamoyl-phenyl)-amide). The reactants are NC1=C(C=C(C=C1)S(=O)(=O)N)C (4-amino-3-methyl-benzenesulfonamide), CCN(C(C)C)C(C)C (DIEA), ClC1=CC(=NC=N1)C(=O)Cl (6-chloropyrimidine-4-carbonyl chloride).